This data is from the Open Reaction Database (ORD), a public repository of structured organic reaction records. The task is: describe an organic reaction: reactants, conditions, products, and yield Starting materials: Cc1cc(N)n[nH]1, Nc1cc[nH]n1, C1CCOC1, O=C1Nc2ccccc2C1=CO. The product is Cc1cc(NC=C2C(=O)Nc3ccccc32)n[nH]1. RXN SMILES: [CH3:19][c:20]1[cH:21][c:22]([NH2:25])[n:23][nH:24]1.[NH2:1][c:2]1[cH:3][cH:4][nH:5][n:6]1.[O:26]1[CH2:27][CH2:28][CH2:29][CH2:30]1.[OH:7][CH:8]=[C:9]1[C:10](=[O:18])[NH:11][c:12]2[cH:13][cH:14][cH:15][cH:16][c:17]21>>[CH:8](=[C:9]1[C:10](=[O:18])[NH:11][c:12]2[cH:13][cH:14][cH:15][cH:16][c:17]21)[NH:25][c:22]1[cH:21][c:20]([CH3:19])[nH:24][n:23]1. Reactants: C(P(OCC)(OCC)=O)P(OCC)(OCC)=O (tetraethyl methylenediphosphonate), [H-].[Na+] (sodium hydride), O (Water), O1C(=CC=C1)C=1OC(=C(N1)COC1=C(C=C(CN(C2=NN(C=C2C=O)C2=CC=CC=C2)C)C=C1)OC)C (3-([4-{[2-(2-furyl)-5-methyl-1,3-oxazol-4-yl]methoxy}-3-methoxybenzyl](methyl)amino)-1-phenyl-1H-pyrazole-4-carbaldehyde). The solvent is CN(C=O)C (N,N-dimethylformamide). Conditions: time 30 minute. Product: O1C(=CC=C1)C=1OC(=C(N1)COC1=C(C=C(CN(C2=NN(C=C2/C=C/P(OCC)(OCC)=O)C2=CC=CC=C2)C)C=C1)OC)C (diethyl ((E)-2-{3-[(4-{[2-(2-furyl)-5-methyl-1,3-oxazol-4-yl]methoxy}-3-methoxybenzyl)(methyl)amino]-1-phenyl-1H-pyrazol-4-yl}ethenyl)phosphonate). Yield: 66.9%. Reaction SMILES: [CH2:1]([P:10](=[O:17])([O:14][CH2:15][CH3:16])[O:11][CH2:12][CH3:13])P(=O)(OCC)OCC.[H-].[Na+].[O:20]1[CH:24]=[CH:23][CH:22]=[C:21]1[C:25]1[O:26][C:27]([CH3:56])=[C:28]([CH2:30][O:31][C:32]2[CH:53]=[CH:52][C:35]([CH2:36][N:37]([CH3:51])[C:38]3[C:42]([CH:43]=O)=[CH:41][N:40]([C:45]4[CH:50]=[CH:49][CH:48]=[CH:47][CH:46]=4)[N:39]=3)=[CH:34][C:33]=2[O:54][CH3:55])[N:29]=1.O>CN(C)C=O>[O:20]1[CH:24]=[CH:23][CH:22]=[C:21]1[C:25]1[O:26][C:27]([CH3:56])=[C:28]([CH2:30][O:31][C:32]2[CH:53]=[CH:52][C:35]([CH2:36][N:37]([CH3:51])[C:38]3[C:42](/[CH:43]=[CH:1]/[P:10](=[O:17])([O:11][CH2:12][CH3:13])[O:14][CH2:15][CH3:16])=[CH:41][N:40]([C:45]4[CH:46]=[CH:47][CH:48]=[CH:49][CH:50]=4)[N:39]=3)=[CH:34][C:33]=2[O:54][CH3:55])[N:29]=1 |f:1.2|. Procedure details: To a solution of tetraethyl methylenediphosphonate (63 mg) in N,N-dimethylformamide (3 mL) was added sodium hydride (60% in oil, 8.8 mg) at room temperature, and the mixture was stirred for 30 min. To the reaction mixture was added 3-([4-{[2-(2-furyl)-5-methyl-1,3-oxazol-4-yl]methoxy}-3-methoxybenzyl](methyl)amino)-1-phenyl-1H-pyrazole-4-carbaldehyde (100 mg) and the mixture was further stirred at room temperature for 2 hrs. Water was added to the reaction mixture, and the mixture was extracted ... The reactants are ClC1=NC=NC2=CC(=C(C=C12)OCCCN1CCOCC1)OC (4-chloro-6(3-morpholinopropoxy)-7-methoxyquinazoline), N1C(CC2=CC=CC=C12)=O (oxindole), [H-].[Na+] (sodium hydride). The solvent is CN(C)C=O (DMF), C1CCOC1 (THF), C1CCOC1 (THF). Conditions: time 20 minute. The product is Cl.COC1=C(C=C2C(=NC=NC2=C1)C1C(NC2=CC=CC=C12)=O)OCCCN1CCOCC1 (7-methoxy-6-(3-morpholinopropoxy)-4-(oxindol-3-yl)quinazoline hydrochloride). Isolated yield 74.3%. As a reaction SMILES: [NH:1]1[C:9]2[C:4](=[CH:5][CH:6]=[CH:7][CH:8]=2)[CH2:3][C:2]1=[O:10].[H-].[Na+].[Cl:13][C:14]1[C:23]2[C:18](=[CH:19][C:20]([O:34][CH3:35])=[C:21]([O:24][CH2:25][CH2:26][CH2:27][N:28]3[CH2:33][CH2:32][O:31][CH2:30][CH2:29]3)[CH:22]=2)[N:17]=[CH:16][N:15]=1>C1COCC1.CN(C=O)C>[ClH:13].[CH3:35][O:34][C:20]1[CH:19]=[C:18]2[C:23]([C:14]([CH:3]3[C:4]4[C:9](=[CH:8][CH:7]=[CH:6][CH:5]=4)[NH:1][C:2]3=[O:10])=[N:15][CH:16]=[N:17]2)=[CH:22][C:21]=1[O:24][CH2:25][CH2:26][CH2:27][N:28]1[CH2:29][CH2:30][O:31][CH2:32][CH2:33]1 |f:1.2,6.7|. Procedure: A solution of oxindole (200 mg, 1.5 mmol) in THF (3 ml) was added dropwise under nitrogen to sodium hydride (60 mg, 1.5 mmol, prewashed with hexane) in THF (3 ml). After stirring for 20 minutes at ambient temperature, a solution of 4-chloro-6(3-morpholinopropoxy)-7-methoxyquinazoline (169 mg, 0.5 mmol) in DMF (3 ml) was added. The mixture was heated at 75° C. for 1 hour, allowed to cool and the volatiles removed by evaporation. The mixture was partitioned between water and ether. The aqueous lay...